From a dataset of the Open Reaction Database (ORD), a public repository of structured organic reaction records. describe an organic reaction: reactants, conditions, products, and yield The reactants are COc1ccc(CS)cc1Cl, Nc1nc(S(=O)(=O)Cc2ccccc2)nc2[nH]c(=O)cnc12. The product is COc1ccc(CSc2nc(N)c3ncc(=O)[nH]c3n2)cc1Cl. Reaction SMILES: [Cl:23][c:24]1[cH:25][c:26]([CH2:32][SH:33])[cH:27][cH:28][c:29]1[O:30][CH3:31].[NH2:1][c:2]1[n:3][c:4]([S:13]([CH2:14][c:15]2[cH:16][cH:17][cH:18][cH:19][cH:20]2)(=[O:21])=[O:22])[n:5][c:6]2[nH:7][c:8](=[O:12])[cH:9][n:10][c:11]12>>[NH2:1][c:2]1[n:3][c:4]([S:33][CH2:32][c:26]2[cH:25][c:24]([Cl:23])[c:29]([O:30][CH3:31])[cH:28][cH:27]2)[n:5][c:6]2[nH:7][c:8](=[O:12])[cH:9][n:10][c:11]12. Reaction SMILES: [Cl:1][C:2]1[CH:3]=[C:4]([CH:24]=[CH:25][C:26]=1[F:27])[CH2:5][N:6]1[CH2:15][CH2:14][C:13]2[C:12]([C:16](N(C)C)=[O:17])=[N:11][C:10]([OH:21])=[C:9]([OH:22])[C:8]=2[C:7]1=[O:23].[CH3:28][O-:29].[Mg+2].C[O-].Br[CH2:34][C:35]([O:37][C:38]([CH3:41])([CH3:40])[CH3:39])=[O:36]>CO.CS(C)=O.C(OCC)(=O)C>[C:38]([O:37][C:35](=[O:36])[CH2:34][N:11]1[C:10](=[O:21])[C:9]([OH:22])=[C:8]2[C:13]([CH2:14][CH2:15][N:6]([CH2:5][C:4]3[CH:24]=[CH:25][C:26]([F:27])=[C:2]([Cl:1])[CH:3]=3)[C:7]2=[O:23])=[C:12]1[C:16]([O:29][CH3:28])=[O:17])([CH3:41])([CH3:40])[CH3:39] |f:1.2.3|. Reactants: ClC=1C=C(CN2C(C=3C(=C(N=C(C3CC2)C(=O)N(C)C)O)O)=O)C=CC1F (6-(3-chloro-4-fluorobenzyl)-3,4-dihydroxy-N,N-dimethyl-5-oxo-5,6,7,8-tetrahydro-2,6-naphthyridine-1-carboxamide), C[O-].[Mg+2].C[O-] (magnesium methoxide), BrCC(=O)OC(C)(C)C (tert-butyl bromoacetate). The product is C(C)(C)(C)OC(CN1C(=C2CCN(C(C2=C(C1=O)O)=O)CC1=CC(=C(C=C1)F)Cl)C(=O)OC)=O (Methyl 2-(2-tert-butoxy-2-oxoethyl)-6-(3-chloro-4-fluorobenzyl)-4-hydroxy-3,5-dioxo-2,3,5,6,7,8-hexahydro-2,6-naphthyridine-1-carboxylate). Solvent: CO (methanol), CS(=O)C (DMSO), CS(=O)C (DMSO), C(C)(=O)OCC (ethyl acetate). Conditions: temperature 60 celsius, time 1 hour. Procedure details: A mixture of 6-(3-chloro-4-fluorobenzyl)-3,4-dihydroxy-N,N-dimethyl-5-oxo-5,6,7,8-tetrahydro-2,6-naphthyridine-1-carboxamide (0.50 g, 1.31 mmol; Example 1, Step 9) and magnesium methoxide in methanol (6.6 mL, 6-10% methanol solution available from Aldrich) in DMSO (13 mL) was heated at 60° C. for one hour. Methanol was exhaustively removed under vacuum over 45 minutes. The resultant DMSO solution was treated with tert-butyl bromoacetate (1.80 g, 10.50 mmol) and stirred at 50° C. under an atmosph... Starting materials: CCN=C=NCCCN(C)C.Cl (EDCI.HCl), CCN(C(C)C)C(C)C (DIPEA), C1(=CC=C(C=C1)NC(CC(=O)O)=O)C1=CC=CC=C1 (N-biphenyl-4-yl-malonamic acid), C=1C=CC2=C(C1)N=NN2O (HOBt), Cl.FC=1C=C(OC2CCNCC2)C=C(C1F)F (4-(3,4,5-trifluoro-phenoxy)-piperidine hydrochloride). The solvent is O (water), CN(C)C=O (DMF). Run at time 2 minute. Product: C1(=CC=C(C=C1)NC(CC(N1CCC(CC1)OC1=CC(=C(C(=C1)F)F)F)=O)=O)C1=CC=CC=C1 (N-biphenyl-4-yl-3-oxo-3-[4-(3,4,5-trifluoro-phenoxy)-piperidin-1-yl]-propionamide). The yield is 16.0%. Reaction SMILES: CCN(C(C)C)C(C)C.[C:10]1([C:23]2[CH:28]=[CH:27][CH:26]=[CH:25][CH:24]=2)[CH:15]=[CH:14][C:13]([NH:16][C:17](=[O:22])[CH2:18][C:19]([OH:21])=O)=[CH:12][CH:11]=1.C1C=CC2N(O)N=NC=2C=1.CCN=C=NCCCN(C)C.Cl.Cl.[F:52][C:53]1[CH:54]=[C:55]([CH:63]=[C:64]([F:67])[C:65]=1[F:66])[O:56][CH:57]1[CH2:62][CH2:61][NH:60][CH2:59][CH2:58]1>CN(C=O)C.O>[C:10]1([C:23]2[CH:28]=[CH:27][CH:26]=[CH:25][CH:24]=2)[CH:11]=[CH:12][C:13]([NH:16][C:17](=[O:22])[CH2:18][C:19](=[O:21])[N:60]2[CH2:61][CH2:62][CH:57]([O:56][C:55]3[CH:54]=[C:53]([F:52])[C:65]([F:66])=[C:64]([F:67])[CH:63]=3)[CH2:58][CH2:59]2)=[CH:14][CH:15]=1 |f:3.4,5.6|. Procedure: DIPEA (170 mg, 1.3 mmol) was added to a stirred solution of N-biphenyl-4-yl-malonamic acid (100 mg, 0.4 mmol) in DMF (2.0 mL) followed by HOBt (81 mg, 0.6 mmol) and EDCI.HCl (114 mg, 0.6 mmol). After 2 minutes of stirring, 4-(3,4,5-trifluoro-phenoxy)-piperidine hydrochloride (100 mg, 0.4 mmol) (prepared according to Step 1 and 5 of the General Scheme) was added and stirring was continued at ambient temperature overnight. The reaction mixture was diluted with water, extracted with ethylacetate, w... Run at temperature 60 celsius, time 30 minute. As a reaction SMILES: [N+]([C:4]1[S:8][C:7]([C:9]#[N:10])=[CH:6][CH:5]=1)([O-])=O.[F:11][C:12]1[CH:17]=[CH:16][C:15]([OH:18])=[CH:14][CH:13]=1.C(=O)([O-])[O-].[K+].[K+].O>CS(C)=O.C(OCC)(=O)C>[F:11][C:12]1[CH:17]=[CH:16][C:15]([O:18][C:4]2[S:8][C:7]([C:9]#[N:10])=[CH:6][CH:5]=2)=[CH:14][CH:13]=1 |f:2.3.4|. Reported procedure: 5-Nitrothiophene-2-carbonitrile (2.0 g, 13 mmol), 4-fluorophenol (2.9 g, 26 mmol) and potassium carbonate (5.4 g, 39 mmol) were suspended in dimethylsulfoxide (30 mL), and the mixture was stirred for 30 minutes at 60° C. Water and ethyl acetate were added to the reaction mixture, which was then separated, the organic layer was washed with water twice, then, NH silica gel was added to the organic layer, the solvent was evaporated in vacuo for adsorption, purification was carried out by NH silica ... Solvent: C(C)(=O)OCC (ethyl acetate), CS(=O)C (dimethylsulfoxide). Yields the product FC1=CC=C(OC2=CC=C(S2)C#N)C=C1 (5-(4-Fluorophenoxy)thiophene-2-carbonitrile). Starting materials: O (Water), [N+](=O)([O-])C1=CC=C(S1)C#N (5-Nitrothiophene-2-carbonitrile), FC1=CC=C(C=C1)O (4-fluorophenol), C([O-])([O-])=O.[K+].[K+] (potassium carbonate). Yield: 129.8%. Reactants: C(C)C(C(=O)O)CC.C(C)(=O)NC=1NC(C(=C(N1)N(C(C)=O)C(C)=O)CC=O)=O (2-(2-acetylamino-4-diacetylamino-1,6-dihydro-6-oxo-5-pyrimidinyl)acetaldehyde diethyl acetate), C(C(=O)O)(=O)O (oxalic acid), C([O-])(O)=O.[Na+] (Sodium bicarbonate). Solvent: ClCCl (dichlormethane). Reaction conditions: time 18 hour. Product: C(C)(=O)NC=1NC(C(=C(N1)N(C(C)=O)C(C)=O)CC=O)=O (2-(2-acetylamino-4-diacetylamino-1,6-dihydro-6-oxo-5-pyrimidinyl)acetaldehyde). The yield is 46.6%. As a reaction SMILES: C(O)(=O)C(O)=O.C(C(CC)C(O)=O)C.[C:15]([NH:18][C:19]1[NH:20][C:21](=[O:35])[C:22]([CH2:32][CH:33]=[O:34])=[C:23]([N:25]([C:29](=[O:31])[CH3:30])[C:26](=[O:28])[CH3:27])[N:24]=1)(=[O:17])[CH3:16].C(=O)(O)[O-].[Na+]>ClCCl>[C:15]([NH:18][C:19]1[NH:20][C:21](=[O:35])[C:22]([CH2:32][CH:33]=[O:34])=[C:23]([N:25]([C:29](=[O:31])[CH3:30])[C:26](=[O:28])[CH3:27])[N:24]=1)(=[O:17])[CH3:16] |f:1.2,3.4|. Reported procedure: A slurry of Silica Gel 60 (6.0 g, Merck μ7734, 70-230 mesh) and aqueous oxalic acid (10%) (0.6 ml) in dichlormethane (12 ml) was stirred for 15 minutes. 2-(2-acetylamino-4-diacetylamino-1,6-dihydro-6-oxo-5-pyrimidinyl)acetaldehyde diethyl acetate (1.0 g, 2.7 mmol) was added and the mxiture was stirred for 18 hours. Sodium bicarbonate (0.2 g, 2.4 mmol) was added and after 10 minutes the slurry was filtered and washed with ethyl acetate. The filtrates and wash were combined and spin evaporated in ... Reactants: CCCCc1nc(Cl)c(COCOCCOC)n1Cc1ccc(-c2ccccc2C(=O)OC)cc1, C[S-], CN(C)C=O, [K+]. Yields the product CCCCc1nc(Cl)c(COCOCCOC)n1Cc1ccc(-c2ccccc2C(=O)O)cc1. As a reaction SMILES: [C:1](=[O:2])([O:3][CH3:4])[c:5]1[c:6](-[c:11]2[cH:12][cH:13][c:14]([CH2:17][n:18]3[c:19]([CH2:32][CH2:33][CH2:34][CH3:35])[n:20][c:21]([Cl:31])[c:22]3[CH2:23][O:24][CH2:25][O:26][CH2:27][CH2:28][O:29][CH3:30])[cH:15][cH:16]2)[cH:7][cH:8][cH:9][cH:10]1.[CH3:36][S-:37].[CH3:39][N:40]([CH3:41])[CH:42]=[O:43].[K+:38]>>[C:1](=[O:2])([OH:3])[c:5]1[c:6](-[c:11]2[cH:12][cH:13][c:14]([CH2:17][n:18]3[c:19]([CH2:32][CH2:33][CH2:34][CH3:35])[n:20][c:21]([Cl:31])[c:22]3[CH2:23][O:24][CH2:25][O:26][CH2:27][CH2:28][O:29][CH3:30])[cH:15][cH:16]2)[cH:7][cH:8][cH:9][cH:10]1.